Dataset: the Open Reaction Database (ORD), a public repository of structured organic reaction records. Task: describe an organic reaction: reactants, conditions, products, and yield Reactants: 79, FC1=CC=C(C=C1)C(=O)C1(CCN(CC1)CC1=CC=CC=C1)C1=CC=CC=C1 ((4-fluorophenyl)[4-phenyl-1-(phenylmethyl)-4-piperidinyl]methanone), C(OCC)(=O)Cl (ethyl carbonochloridate). The solvent is CC1=CC=CC=C1 (methylbenzene). Reaction conditions: time 5 hour. Product: 35.5, FC1=CC=C(C(=O)C2(CCN(CC2)C(=O)OCC)C2=CC=CC=C2)C=C1 (ethyl 4-(4-fluorobenzoyl)-4-phenyl-1-piperidinecarboxylate). RXN SMILES: [F:1][C:2]1[CH:7]=[CH:6][C:5]([C:8]([C:10]2([C:23]3[CH:28]=[CH:27][CH:26]=[CH:25][CH:24]=3)[CH2:15][CH2:14][N:13](CC3C=CC=CC=3)[CH2:12][CH2:11]2)=[O:9])=[CH:4][CH:3]=1.[C:29](Cl)(=[O:33])[O:30][CH2:31][CH3:32]>CC1C=CC=CC=1>[F:1][C:2]1[CH:3]=[CH:4][C:5]([C:8]([C:10]2([C:23]3[CH:24]=[CH:25][CH:26]=[CH:27][CH:28]=3)[CH2:15][CH2:14][N:13]([C:29]([O:30][CH2:31][CH3:32])=[O:33])[CH2:12][CH2:11]2)=[O:9])=[CH:6][CH:7]=1. Procedure: To a stirred mixture of 79 parts of (4-fluorophenyl)[4-phenyl-1-(phenylmethyl)-4-piperidinyl]methanone and 630 parts of methylbenzene were added dropwise 32 parts of ethyl carbonochloridate at room temperature. Upon completion, stirring was continued for 5 hours at reflux temperature. The reaction mixture was evaporated and the (chloromethyl)benzene was distilled in vacuo (pump). The oily residue was purified by column-chromatography over silica gel using a mixture of trichloromethane and methan... Starting materials: BrCC(CCC1=CC(=CC=C1)C(F)(F)F)(C1=CC=CC=C1)C#N (1-bromo-2-cyano-2-phenyl-4-(3-trifluoromethylphenyl)butane), FC1=CC=C(C=C1)C(C#N)(CN1N=CN=C1)CCC1=CC=CC=C1 (alpha-(4-fluorophenyl)-alpha-(2-phenylethyl)-1H-1,2,4-triazole-1-propanenitrile), [OH-].[K+] (KOH), N1N=NC=C1 (triazole). Reaction conditions: temperature 100 celsius. Reported procedure: A 250 ml 4 neck round bottom flask was charged with 4.05 gms of 87% KOH (0.062 mole, 1.25 eq.) and 4.8 gms (0.068 mole, 2.2 eq.) of triazole in 25 ml DMSO. The reaction was warmed to 90° C. until homogeneous and 25 ml of toluene was added and azeotroped for 4 hours. The toluene was distilled off at 165° C. and the reaction was cooled to 100° C. and 12.5 g of 1-bromo-2-cyano-2-phenyl-4-(3-trifluoromethylphenyl)butane (0.031 mole, 1.0 eq.) was added. The reaction was heated at 125° C. for 1 hour a... Yield: 76.7%. Reaction SMILES: F[C:2]1[CH:7]=[CH:6][C:5]([C:8]([CH2:17][CH2:18][C:19]2[CH:24]=[CH:23][CH:22]=[CH:21][CH:20]=2)([CH2:11][N:12]2[CH:16]=[N:15][CH:14]=[N:13]2)[C:9]#[N:10])=[CH:4][CH:3]=1.[OH-].[K+].N1C=CN=N1.BrCC(C#N)(C1C=CC=CC=1)CCC1C=CC=C([C:43]([F:46])([F:45])[F:44])C=1>CS(C)=O.C(OCC)(=O)C.O.C1(C)C=CC=CC=1>[C:5]1([C:8]([CH2:17][CH2:18][C:19]2[CH:20]=[CH:21][CH:22]=[C:23]([C:43]([F:46])([F:45])[F:44])[CH:24]=2)([CH2:11][N:12]2[CH:16]=[N:15][CH:14]=[N:13]2)[C:9]#[N:10])[CH:4]=[CH:3][CH:2]=[CH:7][CH:6]=1 |f:1.2|. Solvent: C1(=CC=CC=C1)C (toluene), CS(=O)C (DMSO), O (water), C(C)(=O)OCC (ethyl acetate). Yields the product C1(=CC=CC=C1)C(C#N)(CN1N=CN=C1)CCC1=CC(=CC=C1)C(F)(F)F (Alpha-phenyl-alpha-[2-(3-trifluoromethylphenyl)ethyl]-1,2,4-triazole-1-propanenitrile). Reactants: Cc1ncc(OCC2CCN2C(=O)OC(C)(C)C)cc1Br, CCCCC([SnH3])=C(CCCC)CCCC, c1ccc(P(c2ccccc2)(c2ccccc2)[Pd](P(c2ccccc2)(c2ccccc2)c2ccccc2)(P(c2ccccc2)(c2ccccc2)c2ccccc2)P(c2ccccc2)(c2ccccc2)c2ccccc2)cc1. Yields the product C=Cc1cc(OCC2CCN2C(=O)OC(C)(C)C)cnc1C. Reaction SMILES: [C:1](=[O:2])([O:3][C:4]([CH3:5])([CH3:6])[CH3:7])[N:8]1[CH:9]([CH2:12][O:13][c:14]2[cH:15][n:16][c:17]([CH3:21])[c:18]([Br:20])[cH:19]2)[CH2:10][CH2:11]1.[CH2:22]([CH2:23][CH2:35][CH3:36])[C:24]([SnH3:25])=[C:26]([CH2:27][CH2:28][CH2:29][CH3:30])[CH2:31][CH2:32][CH2:33][CH3:34].[cH:37]1[cH:38][cH:39][c:40]([P:41]([Pd:42]([P:43]([c:44]2[cH:45][cH:46][cH:47][cH:48][cH:49]2)([c:50]2[cH:51][cH:52][cH:53][cH:54][cH:55]2)[c:56]2[cH:57][cH:58][cH:59][cH:60][cH:61]2)([P:62]([c:63]2[cH:64][cH:65][cH:66][cH:67][cH:68]2)([c:69]2[cH:70][cH:71][cH:72][cH:73][cH:74]2)[c:75]2[cH:76][cH:77][cH:78][cH:79][cH:80]2)[P:81]([c:82]2[cH:83][cH:84][cH:85][cH:86][cH:87]2)([c:88]2[cH:89][cH:90][cH:91][cH:92][cH:93]2)[c:94]2[cH:95][cH:96][cH:97][cH:98][cH:99]2)([c:100]2[cH:101][cH:102][cH:103][cH:104][cH:105]2)[c:106]2[cH:107][cH:108][cH:109][cH:110][cH:111]2)[cH:112][cH:113]1>>[C:1](=[O:2])([O:3][C:4]([CH3:5])([CH3:6])[CH3:7])[N:8]1[CH:9]([CH2:12][O:13][c:14]2[cH:15][n:16][c:17]([CH3:21])[c:18]([CH:22]=[CH2:23])[cH:19]2)[CH2:10][CH2:11]1. Reactants: [N+](=O)([O-])C=1C=C(C(=O)C2=CC=CC=C2)C=CC1N(C1CCCCC1)CC (3-nitro-4-(N-ethyl-N-cyclohexylamino)-benzophenone), [H][H] (hydrogen), [H][H] (hydrogen). Solvent: C1=CC=CC=C1 (benzene), C(C)(=O)OCC (ethyl acetate). RXN SMILES: [N+:1]([C:4]1[CH:5]=[C:6]([CH:15]=[CH:16][C:17]=1[N:18]([CH2:25][CH3:26])[CH:19]1[CH2:24][CH2:23][CH2:22][CH2:21][CH2:20]1)[C:7]([C:9]1[CH:14]=[CH:13][CH:12]=[CH:11][CH:10]=1)=[O:8])([O-])=O.[H][H]>C1C=CC=CC=1.C(OCC)(=O)C>[NH2:1][C:4]1[CH:5]=[C:6]([CH:15]=[CH:16][C:17]=1[N:18]([CH2:25][CH3:26])[CH:19]1[CH2:20][CH2:21][CH2:22][CH2:23][CH2:24]1)[C:7]([C:9]1[CH:14]=[CH:13][CH:12]=[CH:11][CH:10]=1)=[O:8]. Product: NC=1C=C(C(=O)C2=CC=CC=C2)C=CC1N(C1CCCCC1)CC (3-amino-4-(N-ethyl-N-cyclohexylamino)-benzophenone). Procedure details: 7.1 g. of 3-nitro-4-(N-ethyl-N-cyclohexylamino)-benzophenone are dissolved in a 1:1 mixture of benzene and ethyl acetate, and 0.7 g. of palladiumized carbon are added to the mixture. The mixture is hydrogenated at room temperature and 3 atm. hydrogen pressure until the uptake of the calculated amount of hydrogen (this requires about one hour). Thereafter the catalyst is removed by filtration, and the filtrate is evaporated to dryness under reduced pressure. 6.35 g. of crude product are obtained.... The reactants are Grignard reagent, C1(=CC=CC=C1)C(=O)C1=CC=CC=C1 (diphenyl ketone), C[Mg]I (methylmagnesium iodide), C1(=CC=CC=C1)C(C)C1=C(C=CC=C1)C=O (phenyl(formylphenyl)ethane), C(C1=CC=CC=C1)[Mg]Br (benzylmagnesium bromide), Grignard reagent, C1(=CC=CC=C1)C=C(C)C1=CC=CC=C1 (1,2-Diphenylpropene), C(C1=CC=CC=C1)=O (benzaldehyde), [BH4-].[Na+] (sodium borohydride), C[Mg]I (methylmagnesium iodide). Yields the product C1(=CC=CC=C1)C(C)C1=C(C=CC=C1)C(=C)C (Phenyl(isopropenylphenyl)ethane), C1(=CC=CC=C1)C=CC1=CC=CC=C1 (1,2-Diphenylethylene), C1(=CC=CC=C1)C(=C)C1=CC=CC=C1 (1,1-Diphenylethylene). RXN SMILES: [BH4-].[Na+].[C:3]1([CH:9]([C:11]2[CH:16]=[CH:15][CH:14]=[CH:13][C:12]=2C=O)[CH3:10])[CH:8]=[CH:7][CH:6]=[CH:5][CH:4]=1.C[Mg]I.[CH:22](=O)[C:23]1[CH:28]=[CH:27][CH:26]=[CH:25][CH:24]=1.[CH2:30]([Mg]Br)C1C=CC=CC=1.[C:39]1([CH:45]=[C:46]([C:48]2[CH:53]=[CH:52][CH:51]=[CH:50][CH:49]=2)C)[CH:44]=[CH:43][CH:42]=[CH:41][CH:40]=1.C1(C(C2C=CC=CC=2)=O)C=CC=CC=1>>[C:23]1([CH:22]([C:4]2[CH:5]=[CH:6][CH:7]=[CH:8][C:3]=2[C:9]([CH3:11])=[CH2:10])[CH3:30])[CH:28]=[CH:27][CH:26]=[CH:25][CH:24]=1.[C:39]1([CH:45]=[CH:46][C:48]2[CH:49]=[CH:50][CH:51]=[CH:52][CH:53]=2)[CH:44]=[CH:43][CH:42]=[CH:41][CH:40]=1.[C:3]1([C:9]([C:11]2[CH:12]=[CH:13][CH:14]=[CH:15][CH:16]=2)=[CH2:10])[CH:8]=[CH:7][CH:6]=[CH:5][CH:4]=1 |f:0.1|. Procedure details: For instance, vinylnaphthalene is prepared by reacting formylnaphthalene with a Grignard reagent such as methylmagnesium iodide, and then dehydrating. Phenyl(vinylphenyl)ethane is prepared by reacting diphenylethane with acetyl chloride in the presence of a Friedel-Crafts catalyst to obtain phenyl(acetylphenyl)ethane, reducing by sodium borohydride, and then dehydrating. Phenyl(isopropenylphenyl)ethane is prepared by reacting phenyl(formylphenyl)ethane with a Grignard reagent such as methylmagne...